describe an organic reaction: reactants, conditions, products, and yield From a dataset of the Open Reaction Database (ORD), a public repository of structured organic reaction records. The reactants are N(=[N+]=[N-])C[C@@H]1CN(CC[C@H]1C)CCC1=CC=C(C=C1)F (trans-3-azidomethyl-1-[2-(4-fluorophenyl)-ethyl]-4-methylpiperidine). The reagents and catalysts are [Pd] (palladium on charcoal). The solvent is C(C)O (ethanol). Reaction conditions: time 4 hour. The product is FC1=CC=C(C=C1)CCN1C[C@H]([C@@H](CC1)C)CN (trans-1-[2-(4-fluorophenyl)ethyl]-4-methyl-piperidin-3-ylmethylamine). RXN SMILES: [N:1]([CH2:4][C@H:5]1[C@H:10]([CH3:11])[CH2:9][CH2:8][N:7]([CH2:12][CH2:13][C:14]2[CH:19]=[CH:18][C:17]([F:20])=[CH:16][CH:15]=2)[CH2:6]1)=[N+]=[N-]>[Pd].C(O)C>[F:20][C:17]1[CH:18]=[CH:19][C:14]([CH2:13][CH2:12][N:7]2[CH2:8][CH2:9][C@@H:10]([CH3:11])[C@H:5]([CH2:4][NH2:1])[CH2:6]2)=[CH:15][CH:16]=1. Procedure details: A mixture of trans-3-azidomethyl-1-[2-(4-fluorophenyl)-ethyl]-4-methylpiperidine (252 mg, 911 μmol) and 10% palladium on charcoal (90 mg) in ethanol (25 mL) was shaken under a hydrogen atmosphere (60 psig) for 4 hours. The mixture was filtered and the filtrate was concentrated under vacuum to provide a sticky solid (226 mg, quantitative). 1H NMR (300 MHz, CDCl3) δ7.16 (m, 2H), 6.97 (t, J=9 Hz, 2H), 3.12 (m, 1H), 2.98 (m, 1H), 2.93 (dd, J=13, 3 Hz, 1H), 2.80 (m, 2H), 2.58 (m, 3H), 1.99 (m, 1H), 1...